This data is from the Open Reaction Database (ORD), a public repository of structured organic reaction records. The task is: describe an organic reaction: reactants, conditions, products, and yield The reactants are CC(C)(C)OC(N(CCNC(=O)C=1NC2=CC=C(C=C2C1)[N+](=O)[O-])CC)=O (Ethyl-(2-{[1-(5-nitro-1H-indol-2-yl)-methanoyl]-amino}-ethyl)-carbamic acid dimethyl-ethyl ester), C(CC)NCCNC(=O)C=1NC2=CC=C(C=C2C1)[N+](=O)[O-] (5-Nitro-1H-indole-2-carboxylic acid (2-propylamino-ethyl)-amide). Yields the product CC(C)(C)OC(N(CCC)CCNC(=O)C=1NC2=CC=C(C=C2C1)[N+](=O)[O-])=O ((2-{[1-(5-Nitro-1H-indol-2-yl)-methanoyl]-amino}-ethyl)-propyl-carbamic acid dimethyl-ethyl ester). The yield is 88.0%. Reaction SMILES: [CH3:1][C:2]([O:5][C:6](=[O:27])[N:7]([CH2:25][CH3:26])[CH2:8][CH2:9][NH:10][C:11]([C:13]1[NH:14][C:15]2[C:20]([CH:21]=1)=[CH:19][C:18]([N+:22]([O-:24])=[O:23])=[CH:17][CH:16]=2)=[O:12])([CH3:4])[CH3:3].[CH2:28](NCCNC(C1NC2C(C=1)=CC([N+]([O-])=O)=CC=2)=O)CC>>[CH3:4][C:2]([O:5][C:6](=[O:27])[N:7]([CH2:8][CH2:9][NH:10][C:11]([C:13]1[NH:14][C:15]2[C:20]([CH:21]=1)=[CH:19][C:18]([N+:22]([O-:24])=[O:23])=[CH:17][CH:16]=2)=[O:12])[CH2:25][CH2:26][CH3:28])([CH3:1])[CH3:3]. Procedure: Similar procedure as described for preparation of 78 from compound 81 (0.12 g, 0.413 mmol) gave brown powder (0.142 g, 88%). ESI MS: 391.17 (M+H+), 413.15 (M+Na+).